Dataset: the Open Reaction Database (ORD), a public repository of structured organic reaction records. Task: describe an organic reaction: reactants, conditions, products, and yield Reported procedure: Tert-butyl 3-hydrazinoazetidine-1-carboxylate, (Preparation 696, 88.37 g, 0.4247 mol) was dissloved in ethanol (883.7 mL) and the solution was cooled to 0° C. in an ice bath. Acetic acid (97.36 mL, 1.70 mol) was added followed by (2E)-1-(5-chloro-2-hydroxyphenyl)-3-(dimethylamino)prop-2-en-1-one, (Preparation 852, 95.86 g, 0.4247 mol) and the resulting slurry was allowed to warm to room temperature then stirred at room temperature for 2 days. The resulting suspension was cooled to 0° C. and the ... Run in C(C)O (ethanol). Conditions: temperature 0 celsius, time 2 day. Reaction SMILES: [NH:1]([CH:3]1[CH2:6][N:5]([C:7]([O:9][C:10]([CH3:13])([CH3:12])[CH3:11])=[O:8])[CH2:4]1)[NH2:2].C(O)(=O)C.[Cl:18][C:19]1[CH:20]=[CH:21][C:22]([OH:32])=[C:23]([C:25](=O)/[CH:26]=[CH:27]/N(C)C)[CH:24]=1>C(O)C>[Cl:18][C:19]1[CH:20]=[CH:21][C:22]([OH:32])=[C:23]([C:25]2[N:1]([CH:3]3[CH2:4][N:5]([C:7]([O:9][C:10]([CH3:13])([CH3:12])[CH3:11])=[O:8])[CH2:6]3)[N:2]=[CH:27][CH:26]=2)[CH:24]=1. The reactants are N(N)C1CN(C1)C(=O)OC(C)(C)C (Tert-butyl 3-hydrazinoazetidine-1-carboxylate), C(C)(=O)O (Acetic acid), ClC=1C=CC(=C(C1)C(\C=C\N(C)C)=O)O ((2E)-1-(5-chloro-2-hydroxyphenyl)-3-(dimethylamino)prop-2-en-1-one). The product is ClC=1C=CC(=C(C1)C1=CC=NN1C1CN(C1)C(=O)OC(C)(C)C)O (Tert-butyl 3-[5-(5-chloro-2-hydroxyphenyl)-1H-pyrazol-1-yl]azetidine-1-carboxylate). Conditions: time 5 hour. RXN SMILES: [CH2:1]([O:8][C:9]1[CH:10]=[C:11]2[C:15](=[CH:16][CH:17]=1)[NH:14][C:13]([CH:18]=O)=[CH:12]2)[C:2]1[CH:7]=[CH:6][CH:5]=[CH:4][CH:3]=1.[Br-].[CH3:21][O:22][C:23]1[CH:48]=[C:47]([N+:49]([O-:51])=[O:50])[CH:46]=[CH:45][C:24]=1[CH2:25][P+](C1C=CC=CC=1)(C1C=CC=CC=1)C1C=CC=CC=1.[Li+].CC([N-]C(C)C)C>>[CH2:1]([O:8][C:9]1[CH:10]=[C:11]2[C:15](=[CH:16][CH:17]=1)[NH:14][C:13](/[CH:18]=[CH:25]/[C:24]1[CH:45]=[CH:46][C:47]([N+:49]([O-:51])=[O:50])=[CH:48][C:23]=1[O:22][CH3:21])=[CH:12]2)[C:2]1[CH:3]=[CH:4][CH:5]=[CH:6][CH:7]=1 |f:1.2,3.4|. The product is C(C1=CC=CC=C1)OC=1C=C2C=C(NC2=CC1)\C=C\C1=C(C=C(C=C1)[N+](=O)[O-])OC (5-(Benzyloxy)-2-[(E)-2-(2-methoxy-4-nitrophenyl)ethenyl]-1H-indole). Reactants: aldehyde, C(C1=CC=CC=C1)OC=1C=C2C=C(NC2=CC1)C=O (5-(benzyloxy)-1H-indole-2-carbaldehyde), [Br-].COC1=C(C[P+](C2=CC=CC=C2)(C2=CC=CC=C2)C2=CC=CC=C2)C=CC(=C1)[N+](=O)[O-] ((2-Methoxy-4-nitrobenzyl)(triphenyl)phosphonium bromide), [Li+].CC(C)[N-]C(C)C (LDA), [Li+].CC(C)[N-]C(C)C (LDA), aldehyde. Procedure: The aldehyde (846) was reacted with (2-methoxy-4-nitrobenzyl) (triphenyl)phosphonium bromide (582) prepared as described in example 432 using the procedure described in method 2, except that the LDA and aldehyde were (sequentially) added at 0° C., the ratio of LDA;aldehyde was 1.5:1 and the reaction time was 5 h, to give (after crystallisation from CH2Cl2/pentane) the diene (583) as an orange solid (the pure E isomer) (63%), mp 156–159° C. 1H NMR (CDCl3) δ 8.23 (br s, 1H), 7.87 (dd, J=8.5, 2.1 H... Reactants: FC(C=1C=CC(=NC1)\C=C/1\C(CCC1)NC(OC(C)(C)C)=O)(F)F (tert-butyl N-[(2E)-2-{[5-(trifluoromethyl)pyridin-2-yl]methylidene}cyclopentyl]carbamate), [H][H] (hydrogen), [OH-].[Na+] (NaOH). The reagents and catalysts are [Pd] (palladium on carbon). Solvent: CO (methanol). Yields the product FC(C=1C=CC(=NC1)CC1C(CCC1)NC(OC(C)(C)C)=O)(F)F (tert-Butyl N-(2-{[5-(trifluoromethyl)pyridin-2-yl]methyl}cyclopentyl)carbamate). As a reaction SMILES: [F:1][C:2]([F:24])([F:23])[C:3]1[CH:4]=[CH:5][C:6](/[CH:9]=[C:10]2/[CH:11]([NH:15][C:16](=[O:22])[O:17][C:18]([CH3:21])([CH3:20])[CH3:19])[CH2:12][CH2:13][CH2:14]/2)=[N:7][CH:8]=1.[OH-].[Na+].[H][H]>CO.[Pd]>[F:24][C:2]([F:1])([F:23])[C:3]1[CH:4]=[CH:5][C:6]([CH2:9][CH:10]2[CH2:14][CH2:13][CH2:12][CH:11]2[NH:15][C:16](=[O:22])[O:17][C:18]([CH3:20])([CH3:21])[CH3:19])=[N:7][CH:8]=1 |f:1.2|. Procedure details: To a solution of tert-butyl N-[(2E)-2-{[5-(trifluoromethyl)pyridin-2-yl]methylidene}cyclopentyl]carbamate (1.5 g, 4.38 mmol) in methanol (5 ml) was added palladium on carbon (10% wt, 50% wet, 300 mg) and 2M NaOH (5 ml). The resulting reaction was stirred under a balloon of hydrogen gas for 2 hours. The reaction was filtered through diatomaceous earth (commercially sold under the trade mark “Celite”) and concentrated in vacuo to afford the title compound. The resulting residue was purified by col... Reactants: C[Mg+].[Br-] (CH3MgBr), [Si](C)(C)(C(C)(C)C)N1C(CC1CC=O)=O (1-(t-butyldimethylsilyl)-4-(2-oxoethyl)-2-azetidinone), [O-]S(=O)(=O)[O-].[Mg+2] (MgSO4). Solvent: CCOCC (ether), CCOCC (ether). Run at temperature -20 celsius, time 0.5 hour. The product is [Si](C)(C)(C(C)(C)C)N1C(CC1CC(C)O)=O (1-(t-butyldimethylsilyl)-4-(2-hydroxypropyl)-2-azetidinone). RXN SMILES: [Si:1]([N:8]1[CH:11]([CH2:12][CH:13]=[O:14])[CH2:10][C:9]1=[O:15])([C:4]([CH3:7])([CH3:6])[CH3:5])([CH3:3])[CH3:2].[CH3:16][Mg+].[Br-].[O-]S([O-])(=O)=O.[Mg+2]>CCOCC>[Si:1]([N:8]1[CH:11]([CH2:12][CH:13]([OH:14])[CH3:16])[CH2:10][C:9]1=[O:15])([C:4]([CH3:7])([CH3:6])[CH3:5])([CH3:3])[CH3:2] |f:1.2,3.4|. Procedure: 1-(t-butyldimethylsilyl)-4-(2-oxoethyl)-2-azetidinone (2.27 g, 0.01 mole) is dissolved in 50 ml ether and cooled to -20° C. under N2. A solution of CH3MgBr in ether (0.011 mole CH3MgBr) is added dropwise over 1/2 hours at -20° C. and the reaction mixture is stirred for another 1/2 hr at -20°, allowing to rise to 25° C. The reaction mixture is treated with a saturated solution of MgSO4 (2 ml) and allowed to stir for 15 min. The mg salts are filtered off and washed with ether. The combined filtrat... Starting materials: BrC1=CC=C(C=C1)CBr (1-bromo-4-bromomethylbenzene), C[C@@H]1N[C@@H](CCC1)C (cis-2,6-dimethylpiperidine), C([O-])([O-])=O.[K+].[K+] (potassium carbonate). The solvent is C(C)#N (acetonitrile). The yield is 82.2%. RXN SMILES: [Br:1][C:2]1[CH:7]=[CH:6][C:5]([CH2:8]Br)=[CH:4][CH:3]=1.[CH3:10][C@H:11]1[CH2:16][CH2:15][CH2:14][C@@H:13]([CH3:17])[NH:12]1.C(=O)([O-])[O-].[K+].[K+]>C(#N)C>[Br:1][C:2]1[CH:7]=[CH:6][C:5]([CH2:8][N:12]2[C@H:13]([CH3:17])[CH2:14][CH2:15][CH2:16][C@@H:11]2[CH3:10])=[CH:4][CH:3]=1 |f:2.3.4|. Procedure: A mixture of 1-bromo-4-bromomethylbenzene (500 mg, 2.0 mmol), cis-2,6-dimethylpiperidine (0.30 mL, 2.2 mmol) and potassium carbonate (332 mg, 2.4 mmol) in acetonitrile (20 mL) was heated under reflux for 2 h. The reaction mixture was allowed to cool to ambient temperature, the solid removed by filtration and the filtrate evaporated in vacuo. The resultant residue was partitioned between ethyl acetate (100 mL) and water (25 mL). The organic phase was dried over anhydrous sodium sulfate, filtered ... Product: BrC1=CC=C(CN2[C@H](CCC[C@H]2C)C)C=C1 (1-(4-Bromobenzyl)-cis-2,6-dimethylpiperidine). Product: [N+](=O)([O-])C=1C=CC2=C(C(C(C(O2)(C)C)C)O)C1 (6-nitro-2,2,3-trimethyl-4-hydroxy-3,4-dihydro-2H-1-benzopyran). Reaction conditions: time 2 hour. Reported procedure: A suspension of 6-nitro-2,2,3-trimethyl-3,4-dihydro-2H-1-benzopyran-4-one (40 g, 0.170 mol) in methanol (400 ml) was treated with sodium borohydride (6.4 g, 0.170 mol) at room temperature. After stirring for two hours the solvent was evaporated under reduced pressure, and the residue treated with a mixture of water and dichloromethane. After stirring the organic phase was separated and evaporated under reduced pressure to give 42.2 g of 6-nitro-2,2,3-trimethyl-4-hydroxy-3,4-dihydro-2H-1-benzopyr... The yield is 104.6%. As a reaction SMILES: [N+:1]([C:4]1[CH:5]=[CH:6][C:7]2[O:12][C:11]([CH3:14])([CH3:13])[CH:10]([CH3:15])[C:9](=[O:16])[C:8]=2[CH:17]=1)([O-:3])=[O:2].[BH4-].[Na+]>CO>[N+:1]([C:4]1[CH:5]=[CH:6][C:7]2[O:12][C:11]([CH3:14])([CH3:13])[CH:10]([CH3:15])[CH:9]([OH:16])[C:8]=2[CH:17]=1)([O-:3])=[O:2] |f:1.2|. The reactants are [N+](=O)([O-])C=1C=CC2=C(C(C(C(O2)(C)C)C)=O)C1 (6-nitro-2,2,3-trimethyl-3,4-dihydro-2H-1-benzopyran-4-one), [BH4-].[Na+] (sodium borohydride). The solvent is CO (methanol). Starting materials: CC(=O)Nc1ncc(Sc2nnc(C)s2)s1, CCO, C1CCOC1. Product: Cc1nnc(Sc2cnc(N)s2)s1. Reaction SMILES: [C:1](=[O:2])([CH3:3])[NH:4][c:5]1[s:6][c:7]([S:10][c:11]2[n:12][n:13][c:14]([CH3:16])[s:15]2)[cH:8][n:9]1.[CH3:22][CH2:23][OH:24].[O:17]1[CH2:18][CH2:19][CH2:20][CH2:21]1>>[NH2:4][c:5]1[s:6][c:7]([S:10][c:11]2[n:12][n:13][c:14]([CH3:16])[s:15]2)[cH:8][n:9]1. The reactants are CN(C)c1ccccn1, CC(=O)Cl, CCOCC, ClCCl, CC(C)(C)c1cc(N)cc2c1OCC2(C)C. RXN SMILES: [CH3:17][N:18]([c:19]1[cH:20][cH:21][cH:22][cH:23][n:24]1)[CH3:25].[CH3:26][C:27]([Cl:28])=[O:29].[CH3:33][CH2:34][O:35][CH2:36][CH3:37].[Cl:30][CH2:31][Cl:32].[NH2:1][c:2]1[cH:3][c:4]2[c:5]([c:11]([C:13]([CH3:14])([CH3:15])[CH3:16])[cH:12]1)[O:6][CH2:7][C:8]2([CH3:9])[CH3:10]>>[NH:1]([c:2]1[cH:3][c:4]2[c:5]([c:11]([C:13]([CH3:14])([CH3:15])[CH3:16])[cH:12]1)[O:6][CH2:7][C:8]2([CH3:9])[CH3:10])[C:27]([CH3:26])=[O:29]. The product is CC(=O)Nc1cc(C(C)(C)C)c2c(c1)C(C)(C)CO2. Reactants: FC1=C(C(=CC=C1)F)C=1C=C2C=NNC2=CC1 (5-(2,6-difluoro-phenyl)-1H-indazole), [OH-].[K+] (KOH), C1CC(=O)N(C1=O)Br (NBS), O (Water). Solvent: CN(C)C=O (DMF). Run at time 2 hour. The product is BrC1=NNC2=CC=C(C=C12)C1=C(C=CC=C1F)F (3-bromo-5-(2,6-difluoro-phenyl)-1H-indazole). Yield: 44.6%. Reaction SMILES: [F:1][C:2]1[CH:7]=[CH:6][CH:5]=[C:4]([F:8])[C:3]=1[C:9]1[CH:10]=[C:11]2[C:15](=[CH:16][CH:17]=1)[NH:14][N:13]=[CH:12]2.[OH-].[K+].C1C(=O)N([Br:27])C(=O)C1.O>CN(C=O)C>[Br:27][C:12]1[C:11]2[C:15](=[CH:16][CH:17]=[C:9]([C:3]3[C:4]([F:8])=[CH:5][CH:6]=[CH:7][C:2]=3[F:1])[CH:10]=2)[NH:14][N:13]=1 |f:1.2|. Reported procedure: To a solution of 5-(2,6-difluoro-phenyl)-1H-indazole (1 g, 4.35 mmol) in DMF (13 ml) were added KOH (488 mg, 8.7 mmol) and NBS (1.15 g, 6.48 mmol) at RT. The reaction mixture was stirred for 2 h at RT. Water was added to the reaction mixture and extracted with EtOAc (2×20 ml). Combined organic layers were washed with brine and dried over Na2SO4. The organic layer was concentrated and purified by column using silica (100-200 mesh) and 0-15 EtOAc-hexane to provide 3-bromo-5-(2,6-difluoro-phenyl)-1...